Dataset: the Open Reaction Database (ORD), a public repository of structured organic reaction records. Task: describe an organic reaction: reactants, conditions, products, and yield Product: CC12CCC(C(C2C(C(=C1C)C)=O)(C)C)C (1,4,5,5,8,9-Hexamethylbicyclo[4.3.0]non-8-en-7-one). Procedure: According to the same procedure described in Example 49, a solution of 2,4,6,6-tetramethyl-1-[2-methyl-crotonoyl]-1-cyclohexene (1.0 g.) in 10 ml. of dioxan was heated at 100° under nitrogen with acidic diatomaceous earth (0.2 g.). RXN SMILES: [CH3:1][C:2]1[CH2:7][CH:6](C)[CH2:5][C:4]([CH3:10])([CH3:9])[C:3]=1[C:11](=[O:16])/[C:12](/[CH3:15])=[CH:13]/[CH3:14].O1CCOC[CH2:18]1>>[CH3:1][C:2]12[C:13]([CH3:14])=[C:12]([CH3:15])[C:11](=[O:16])[CH:3]1[C:4]([CH3:10])([CH3:9])[CH:5]([CH3:18])[CH2:6][CH2:7]2. Reactants: CC1=C(C(CC(C1)C)(C)C)C(\C(=C\C)\C)=O (2,4,6,6-tetramethyl-1-[2-methyl-crotonoyl]-1-cyclohexene), O1CCOCC1 (dioxan).